From a dataset of the Open Reaction Database (ORD), a public repository of structured organic reaction records. describe an organic reaction: reactants, conditions, products, and yield Reactants: COC=1C=C(C=C(C1OC)OC)C1=NC=C(C=C1)N1CCN(CC1)CCCN1CCN(CC1)C=1C=CC(=NC1)C1=CC(=C(C(=C1)OC)OC)OC (1,3-bis[4-[2-(3,4,5-trimethoxyphenyl)-5-pyridyl]-1-piperazinyl]propane), Cl (hydrochloric acid). The solvent is CO.C(Cl)Cl (methanol methylene chloride). Product: Cl.Cl.Cl.Cl.COC=1C=C(C=C(C1OC)OC)C1=NC=C(C=C1)N1CCN(CC1)CCCN1CCN(CC1)C=1C=CC(=NC1)C1=CC(=C(C(=C1)OC)OC)OC (1,3-Bis[4-[2-(3,4,5-trimethoxyphenyl)-5-pyridyl]-1-piperazinyl]propane tetrahydrochloride). Isolated yield 69.1%. As a reaction SMILES: [CH3:1][O:2][C:3]1[CH:4]=[C:5]([C:13]2[CH:18]=[CH:17][C:16]([N:19]3[CH2:24][CH2:23][N:22]([CH2:25][CH2:26][CH2:27][N:28]4[CH2:33][CH2:32][N:31]([C:34]5[CH:35]=[CH:36][C:37]([C:40]6[CH:45]=[C:44]([O:46][CH3:47])[C:43]([O:48][CH3:49])=[C:42]([O:50][CH3:51])[CH:41]=6)=[N:38][CH:39]=5)[CH2:30][CH2:29]4)[CH2:21][CH2:20]3)=[CH:15][N:14]=2)[CH:6]=[C:7]([O:11][CH3:12])[C:8]=1[O:9][CH3:10].[ClH:52]>CO.C(Cl)Cl>[ClH:52].[ClH:52].[ClH:52].[ClH:52].[CH3:51][O:50][C:42]1[CH:41]=[C:40]([C:37]2[CH:36]=[CH:35][C:34]([N:31]3[CH2:32][CH2:33][N:28]([CH2:27][CH2:26][CH2:25][N:22]4[CH2:23][CH2:24][N:19]([C:16]5[CH:17]=[CH:18][C:13]([C:5]6[CH:4]=[C:3]([O:2][CH3:1])[C:8]([O:9][CH3:10])=[C:7]([O:11][CH3:12])[CH:6]=6)=[N:14][CH:15]=5)[CH2:20][CH2:21]4)[CH2:29][CH2:30]3)=[CH:39][N:38]=2)[CH:45]=[C:44]([O:46][CH3:47])[C:43]=1[O:48][CH3:49] |f:2.3,4.5.6.7.8|. Procedure: To a solution of 1,3-bis[4-[2-(3,4,5-trimethoxyphenyl)-5-pyridyl]-1-piperazinyl]propane (44.0 mg, 0.060 mmol) in methanol-methylene chloride (1:2, 3.0 mL) was added 1.0 M hydrochloric acid solution (0.30 mL, 0.30 mmol), and the reaction mixture was concentrated under reduced pressure. Ethanol (5.0 mL) was added to the residue, and the mixture was concentrated under reduced pressure. The residue was recrystallized from methanol-diethyl ether to yield the title compound as a yellow crystalline pow... The reactants are O (H2O), C(\C=C\CO)O ((2E)-2-butene-1,4-diol), N1C=NC=C1 (imidazole), [Si](C)(C)(C(C)(C)C)Cl (tert-butyldimethylsilyl chloride). Run in CN(C)C=O (DMF). Run at time 2 hour. Product: [Si](C)(C)(C(C)(C)C)OC/C=C/CO ((E)-4-[(Tert-butyldimethylsilyl)oxy]-2-buten-1-ol). Isolated yield 88.9%. RXN SMILES: [CH2:1]([OH:6])/[CH:2]=[CH:3]/[CH2:4][OH:5].N1C=CN=C1.[Si:12](Cl)([C:15]([CH3:18])([CH3:17])[CH3:16])([CH3:14])[CH3:13].O>CN(C=O)C>[Si:12]([O:5][CH2:4]/[CH:3]=[CH:2]/[CH2:1][OH:6])([C:15]([CH3:18])([CH3:17])[CH3:16])([CH3:14])[CH3:13]. Reported procedure: To a solution of (2E)-2-butene-1,4-diol (8.22 mL, 0.10 mol) and imidazole (8.50 g, 0.125 mol) in DMF (50 mL) at 0° C., was added tert-butyldimethylsilyl chloride (7.50 g, 0.050 mol) in several portions over 10 minutes. The resulting mixture was warmed to room temperature and stirred (2 h), then poured into H2O (200 mL) and extracted with EtOAc (2×150 mL). The organic layer was washed (brine), dried (Na2SO4) and purified by silica gel column chromatography (hexanes:EtOAc) to yield 5 as a colorles... Reactants: CCOP(=O)(CP(=O)(OCC)OCC)OCC, CN(C)C=O, CCOC(=O)Cc1ccc(-c2nc(COc3ccc(COc4nn(-c5ccccc5)cc4C=O)cc3OC)c(C)o2)cc1, [H-], [Na+], O. Yields the product CCOC(=O)Cc1ccc(-c2nc(COc3ccc(COc4nn(-c5ccccc5)cc4C=CP(=O)(OCC)OCC)cc3OC)c(C)o2)cc1. RXN SMILES: [CH2:44]([P:45]([O:46][CH2:47][CH3:48])([O:49][CH2:50][CH3:51])=[O:52])[P:53](=[O:54])([O:55][CH2:56][CH3:57])[O:58][CH2:59][CH3:60].[CH3:61][N:62]([CH3:63])[CH:64]=[O:65].[CH:1](=[O:2])[c:3]1[c:4]([O:14][CH2:15][c:16]2[cH:17][c:18]([O:42][CH3:43])[c:19]([O:20][CH2:21][c:22]3[n:23][c:24](-[c:28]4[cH:29][cH:30][c:31]([CH2:34][C:35](=[O:36])[O:37][CH2:38][CH3:39])[cH:32][cH:33]4)[o:25][c:26]3[CH3:27])[cH:40][cH:41]2)[n:5][n:6](-[c:8]2[cH:9][cH:10][cH:11][cH:12][cH:13]2)[cH:7]1.[H-:66].[Na+:67].[OH2:68]>>[CH:1]([c:3]1[c:4]([O:14][CH2:15][c:16]2[cH:17][c:18]([O:42][CH3:43])[c:19]([O:20][CH2:21][c:22]3[n:23][c:24](-[c:28]4[cH:29][cH:30][c:31]([CH2:34][C:35](=[O:36])[O:37][CH2:38][CH3:39])[cH:32][cH:33]4)[o:25][c:26]3[CH3:27])[cH:40][cH:41]2)[n:5][n:6](-[c:8]2[cH:9][cH:10][cH:11][cH:12][cH:13]2)[cH:7]1)=[CH:44][P:45]([O:46][CH2:47][CH3:48])([O:49][CH2:50][CH3:51])=[O:52].